Dataset: the Open Reaction Database (ORD), a public repository of structured organic reaction records. Task: describe an organic reaction: reactants, conditions, products, and yield The reactants are CCCCCBr, O=C([O-])[O-], CCOCC, CC(C)=O, CCO, Cl, Fc1ccc(C2CCNCC2COc2ccc3c(c2)OCO3)cc1, [K+], [K+]. Product: Cl, CCCCCN1CCC(c2ccc(F)cc2)C(COc2ccc3c(c2)OCO3)C1. As a reaction SMILES: [Br:26][CH2:27][CH2:28][CH2:29][CH2:30][CH3:31].[C:32](=[O:33])([O-:34])[O-:35].[CH2:45]([O:46][CH2:47][CH3:48])[CH3:49].[CH3:38][C:39](=[O:40])[CH3:41].[CH3:42][CH2:43][OH:44].[ClH:1].[F:2][c:3]1[cH:4][cH:5][c:6]([CH:9]2[CH:10]([CH2:15][O:16][c:17]3[cH:18][c:19]4[c:20]([cH:21][cH:22]3)[O:23][CH2:24][O:25]4)[CH2:11][NH:12][CH2:13][CH2:14]2)[cH:7][cH:8]1.[K+:36].[K+:37]>>[ClH:1].[F:2][c:3]1[cH:4][cH:5][c:6]([CH:9]2[CH:10]([CH2:15][O:16][c:17]3[cH:18][c:19]4[c:20]([cH:21][cH:22]3)[O:23][CH2:24][O:25]4)[CH2:11][N:12]([CH2:27][CH2:28][CH2:29][CH2:30][CH3:31])[CH2:13][CH2:14]2)[cH:7][cH:8]1. Yields the product CC(=O)C1(C(=O)OCc2ccccc2)Cc2ccc(F)cc2C1. As a reaction SMILES: [Br:1][CH2:2][c:3]1[c:4]([CH2:10][Br:11])[cH:5][c:6]([F:9])[cH:7][cH:8]1.[C:12](=[O:13])([O-:14])[O-:15].[C:18]([CH2:19][C:20](=[O:21])[CH3:22])(=[O:23])[O:24][CH2:25][c:26]1[cH:27][cH:28][cH:29][cH:30][cH:31]1.[CH3:33][C:34]([CH2:35][CH3:36])=[O:37].[K+:16].[K+:17].[OH2:32]>>[CH2:2]1[c:3]2[c:4]([cH:5][c:6]([F:9])[cH:7][cH:8]2)[CH2:10][C:19]1([C:18](=[O:23])[O:24][CH2:25][c:26]1[cH:27][cH:28][cH:29][cH:30][cH:31]1)[C:20](=[O:21])[CH3:22]. Reactants: Fc1ccc(CBr)c(CBr)c1, O=C([O-])[O-], CC(=O)CC(=O)OCc1ccccc1, CCC(C)=O, [K+], [K+], O. Starting materials: C1(=CC=CC=C1)C=1C(=C(C(=CC1)C1=CC=CC=C1)N)N (1,1′:4′,1″-terphenyl-2′,3′-diamine), C(C(O)C)(=O)O (lactic acid), Cl (HCl). Run at temperature 140 celsius. The product is C1(=CC=CC=C1)C1=CC=C(C=2NC(=NC21)C(C)O)C2=CC=CC=C2 (1-(4,7-Diphenyl-1H-benzimidazol-2-yl)ethanol). Yield: 82.8%. As a reaction SMILES: [C:1]1([C:7]2[C:8]([NH2:20])=[C:9]([NH2:19])[C:10]([C:13]3[CH:18]=[CH:17][CH:16]=[CH:15][CH:14]=3)=[CH:11][CH:12]=2)[CH:6]=[CH:5][CH:4]=[CH:3][CH:2]=1.[C:21](O)(=O)[CH:22]([CH3:24])[OH:23].Cl>>[C:13]1([C:10]2[C:9]3[N:19]=[C:21]([CH:22]([OH:23])[CH3:24])[NH:20][C:8]=3[C:7]([C:1]3[CH:2]=[CH:3][CH:4]=[CH:5][CH:6]=3)=[CH:12][CH:11]=2)[CH:14]=[CH:15][CH:16]=[CH:17][CH:18]=1. Reported procedure: A mixture of 1.25 g (4.8 mmol) 1,1′:4′,1″-terphenyl-2′,3′-diamine, 0.75 ml (8.6 mmol) 85% aq. lactic acid and 4.8 ml 4N HCl were stirred at reflux for 6 hours and then the volatile materials evaporated over 1 hour. The oily residue was heated to 140° C. and stirred for 15 min. After cooling to room temperature 10 ml water were added and the mixture triturated for 30 min. Addition of conc. NH4OH to pH˜7.5–8 followed by filtration, washing with water (4×10 ml) and drying under vacuum at 60° C. gav...